This data is from the Open Reaction Database (ORD), a public repository of structured organic reaction records. The task is: describe an organic reaction: reactants, conditions, products, and yield The reactants are CCN, CCOC(=O)N1CCC2(CC1)CO2. The product is CCNCC1(O)CCN(C(=O)OCC)CC1. As a reaction SMILES: [CH3:14][CH2:15][NH2:16].[O:1]1[CH2:2][C:3]12[CH2:4][CH2:5][N:6]([C:9](=[O:10])[O:11][CH2:12][CH3:13])[CH2:7][CH2:8]2>>[OH:1][C:3]1([CH2:2][NH:16][CH2:15][CH3:14])[CH2:4][CH2:5][N:6]([C:9](=[O:10])[O:11][CH2:12][CH3:13])[CH2:7][CH2:8]1. Yields the product CC(C)(C)c1cccc(NC(=O)c2ccc(C3CCN(C(=O)C4CCCC4C(=O)O)CC3)cc2)c1. As a reaction SMILES: [C:19]([CH3:20])([CH3:21])([CH3:22])[c:23]1[cH:24][c:25]([NH:29][C:30]([c:31]2[cH:32][cH:33][c:34]([CH:37]3[CH2:38][CH2:39][NH:40][CH2:41][CH2:42]3)[cH:35][cH:36]2)=[O:43])[cH:26][cH:27][cH:28]1.[C:44]([c:45]1[cH:46][c:47]([NH:48][C:49]([c:50]2[cH:51][cH:52][c:53]([N:54]3[CH2:55][CH2:56][N:57]([C:58]([CH:59]4[CH2:60][CH2:61][CH2:62][CH:63]4[C:64]([OH:65])=[O:66])=[O:67])[CH2:68][CH2:69]3)[n:70][cH:71]2)=[O:72])[cH:73][cH:74][cH:75]1)([CH3:76])([CH3:77])[CH3:78].[CH2:1]([O:2][C:9](=[O:10])[CH:11]1[CH:12]([C:16](=[O:17])[OH:18])[CH2:13][CH2:14][CH2:15]1)[c:3]1[cH:4][cH:5][cH:6][cH:7][cH:8]1>>[C:9](=[O:10])([CH:11]1[CH:12]([C:16](=[O:17])[OH:18])[CH2:13][CH2:14][CH2:15]1)[N:40]1[CH2:39][CH2:38][CH:37]([c:34]2[cH:33][cH:32][c:31]([C:30]([NH:29][c:25]3[cH:24][c:23]([C:19]([CH3:20])([CH3:21])[CH3:22])[cH:28][cH:27][cH:26]3)=[O:43])[cH:36][cH:35]2)[CH2:42][CH2:41]1. Starting materials: CC(C)(C)c1cccc(NC(=O)c2ccc(C3CCNCC3)cc2)c1, CC(C)(C)c1cccc(NC(=O)c2ccc(N3CCN(C(=O)C4CCCC4C(=O)O)CC3)nc2)c1, O=C(O)C1CCCC1C(=O)OCc1ccccc1. Reactants: CC(C)n1ncnc1-c1cn2c(n1)-c1cnc(C3CCN(C(=O)OC(C)(C)C)CC3)cc1OCC2, CO, ClCCl, Cl, C1COCCO1. Yields the product Cl, CC(C)n1ncnc1-c1cn2c(n1)-c1cnc(C3CCNCC3)cc1OCC2. RXN SMILES: [C:1]([O:2][C:3](=[O:4])[N:8]1[CH2:9][CH2:10][CH:11]([c:14]2[cH:15][c:16]3[c:17]([cH:34][n:35]2)-[c:18]2[n:19][c:20](-[c:26]4[n:27]([CH:31]([CH3:32])[CH3:33])[n:28][cH:29][n:30]4)[cH:21][n:22]2[CH2:23][CH2:24][O:25]3)[CH2:12][CH2:13]1)([CH3:5])([CH3:6])[CH3:7].[CH3:40][OH:41].[Cl:37][CH2:38][Cl:39].[ClH:36].[O:42]1[CH2:43][CH2:44][O:45][CH2:46][CH2:47]1>>[ClH:36].[NH:8]1[CH2:9][CH2:10][CH:11]([c:14]2[cH:15][c:16]3[c:17]([cH:34][n:35]2)-[c:18]2[n:19][c:20](-[c:26]4[n:27]([CH:31]([CH3:32])[CH3:33])[n:28][cH:29][n:30]4)[cH:21][n:22]2[CH2:23][CH2:24][O:25]3)[CH2:12][CH2:13]1. The reactants are BrC1=C(C(=O)O)C=CC(=C1)[N+](=O)[O-] (2-bromo-4-nitro-benzoic acid), N1CCCC1 (pyrrolidine), CN(C)C(=[N+](C)C)ON1C2=C(C=CC=C2)N=N1.[B-](F)(F)(F)F (TBTU), CN1CCOCC1 (NMM). Solvent: CN(C)C=O (DMF). The product is BrC=1C=C(C=CC1C(=O)N1CCCC1)[N+](=O)[O-] (3-bromo-4-(pyrrolidin-1-yl-carbonyl)-1-nitro-benzene). Reaction SMILES: [Br:1][C:2]1[CH:10]=[C:9]([N+:11]([O-:13])=[O:12])[CH:8]=[CH:7][C:3]=1[C:4]([OH:6])=O.[NH:14]1[CH2:18][CH2:17][CH2:16][CH2:15]1.CN(C(ON1N=NC2C=CC=CC1=2)=[N+](C)C)C.[B-](F)(F)(F)F.CN1CCOCC1>CN(C=O)C>[Br:1][C:2]1[CH:10]=[C:9]([N+:11]([O-:13])=[O:12])[CH:8]=[CH:7][C:3]=1[C:4]([N:14]1[CH2:18][CH2:17][CH2:16][CH2:15]1)=[O:6] |f:2.3|. Procedure: Prepared analogously to Example 1a from 2-bromo-4-nitro-benzoic acid and pyrrolidine with TBTU and NMM in DMF. Starting materials: 4A, ClC(C(=O)OC)(F)Cl (methyl dichlorofluoroacetate), FC1=C(C=CC(=C1)C(F)(F)F)C1(CC1)C=O (1-(2-fluoro-4-tri-fluoromethylphenyl)-1-formylcyclopropane), C(C)(=O)OC(C)=O (acetic anhydride). The reagents and catalysts are [Zn] (zinc), [Cu]Cl (copper (I) chloride). Solvent: O1CCCC1 (tetrahydrofuran). Product: FC(=CC1(CC1)C1=C(C=C(C=C1)C(F)(F)F)F)C(=O)OC (1-(2-Fluoro-2-(methoxycarbonyl)ethenyl)-1-(2-fluoro-4-trifluoromethylphenyl) cyclopropane). Yield: 44.0%. Reaction SMILES: [F:1][C:2]1[CH:7]=[C:6]([C:8]([F:11])([F:10])[F:9])[CH:5]=[CH:4][C:3]=1[C:12]1([CH:15]=O)[CH2:14][CH2:13]1.C(OC(=O)C)(=O)C.Cl[C:25](Cl)([F:30])[C:26]([O:28][CH3:29])=[O:27]>[Zn].[Cu]Cl.O1CCCC1>[F:30][C:25]([C:26]([O:28][CH3:29])=[O:27])=[CH:15][C:12]1([C:3]2[CH:4]=[CH:5][C:6]([C:8]([F:9])([F:10])[F:11])=[CH:7][C:2]=2[F:1])[CH2:13][CH2:14]1. Procedure: The method of Example 1 was repeated using zinc powder (1.3 g), copper (I) chloride (0.22 g), molecular sieve 4A (1.6 g), tetrahydrofuran (20 ml), 1-(2-fluoro-4-tri-fluoromethylphenyl)-1-formylcyclopropane (1.39 g), acetic anhydride (0.58 ml) and methyl dichlorofluoroacetate to yield the title compound (0.81 g, 44%). The product is CN(C)S(=O)(=O)Nc1ccc2cc(Cl)c3ncc(-c4cnn(C)c4)cc3c(=O)c2c1. Starting materials: O=C([O-])O, CC#N, CN(C)S(=O)(=O)Nc1ccc2ccc3ncc(-c4cnn(C)c4)cc3c(=O)c2c1, O=C1CCC(=O)N1Cl, [Na+]. Reaction SMILES: [C:38](=[O:39])([O-:40])[OH:41].[CH3:43][C:44]#[N:45].[CH3:9][N:10]([S:11](=[O:12])(=[O:13])[NH:14][c:15]1[cH:16][cH:17][c:18]2[c:19]([c:20](=[O:35])[c:21]3[c:22]([n:23][cH:24][c:25](-[c:27]4[cH:28][n:29][n:30]([CH3:32])[cH:31]4)[cH:26]3)[cH:33][cH:34]2)[cH:36]1)[CH3:37].[Cl:1][N:2]1[C:3](=[O:4])[CH2:5][CH2:6][C:7]1=[O:8].[Na+:42]>>[Cl:1][c:33]1[c:22]2[c:21]([c:20](=[O:35])[c:19]3[c:18]([cH:17][cH:16][c:15]([NH:14][S:11]([N:10]([CH3:9])[CH3:37])(=[O:12])=[O:13])[cH:36]3)[cH:34]1)[cH:26][c:25](-[c:27]1[cH:28][n:29][n:30]([CH3:32])[cH:31]1)[cH:24][n:23]2.